This data is from the Open Reaction Database (ORD), a public repository of structured organic reaction records. The task is: describe an organic reaction: reactants, conditions, products, and yield Reactants: CC(=O)OC(C)=O, CC1(C)SC(c2ccc(Cl)cc2)NC1C(=O)O, O. Yields the product CC(=O)N1C(c2ccc(Cl)cc2)SC(C)(C)C1C(=O)O. Reaction SMILES: [CH3:1][C:2](=[O:3])[O:4][C:5](=[O:6])[CH3:7].[Cl:8][c:9]1[cH:10][cH:11][c:12]([CH:15]2[S:16][C:17]([CH3:23])([CH3:24])[CH:18]([C:20](=[O:21])[OH:22])[NH:19]2)[cH:13][cH:14]1.[OH2:25]>>[CH3:1][C:2](=[O:3])[N:19]1[CH:15]([c:12]2[cH:11][cH:10][c:9]([Cl:8])[cH:14][cH:13]2)[S:16][C:17]([CH3:23])([CH3:24])[CH:18]1[C:20](=[O:21])[OH:22]. Starting materials: O=C([O-])[O-], CC1(C)OB(c2cccc(-c3ccn[nH]3)c2)OC1(C)C, CCOC(C)=O, [Cs+], [Cs+], CNC(=O)c1c(-c2ccc(F)cc2)oc2ccc(OS(=O)(=O)C(F)(F)F)cc12, C1COCCO1, O, c1ccc(P(c2ccccc2)(c2ccccc2)[Pd](P(c2ccccc2)(c2ccccc2)c2ccccc2)(P(c2ccccc2)(c2ccccc2)c2ccccc2)P(c2ccccc2)(c2ccccc2)c2ccccc2)cc1. Product: CNC(=O)c1c(-c2ccc(F)cc2)oc2ccc(-c3cccc(-c4ccn[nH]4)c3)cc12. RXN SMILES: [C:1](=[O:2])([O-:3])[O-:4].[CH3:35][C:36]1([CH3:37])[C:38]([CH3:39])([CH3:40])[O:41][B:42]([c:43]2[cH:44][c:45](-[c:49]3[cH:50][cH:51][n:52][nH:53]3)[cH:46][cH:47][cH:48]2)[O:54]1.[CH3:61][CH2:62][O:63][C:64]([CH3:65])=[O:66].[Cs+:5].[Cs+:6].[F:7][C:8]([F:9])([F:10])[S:11]([O:12][c:13]1[cH:14][cH:15][c:16]2[c:17]([c:18]([C:28]([NH:29][CH3:30])=[O:31])[c:19](-[c:21]3[cH:22][cH:23][c:24]([F:27])[cH:25][cH:26]3)[o:20]2)[cH:32]1)(=[O:33])=[O:34].[O:55]1[CH2:56][CH2:57][O:58][CH2:59][CH2:60]1.[OH2:144].[cH:67]1[cH:68][cH:69][c:70]([P:71]([Pd:72]([P:73]([c:74]2[cH:75][cH:76][cH:77][cH:78][cH:79]2)([c:80]2[cH:81][cH:82][cH:83][cH:84][cH:85]2)[c:86]2[cH:87][cH:88][cH:89][cH:90][cH:91]2)([P:92]([c:93]2[cH:94][cH:95][cH:96][cH:97][cH:98]2)([c:99]2[cH:100][cH:101][cH:102][cH:103][cH:104]2)[c:105]2[cH:106][cH:107][cH:108][cH:109][cH:110]2)[P:111]([c:112]2[cH:113][cH:114][cH:115][cH:116][cH:117]2)([c:118]2[cH:119][cH:120][cH:121][cH:122][cH:123]2)[c:124]2[cH:125][cH:126][cH:127][cH:128][cH:129]2)([c:130]2[cH:131][cH:132][cH:133][cH:134][cH:135]2)[c:136]2[cH:137][cH:138][cH:139][cH:140][cH:141]2)[cH:142][cH:143]1>>[c:13]1(-[c:43]2[cH:44][c:45](-[c:49]3[cH:50][cH:51][n:52][nH:53]3)[cH:46][cH:47][cH:48]2)[cH:14][cH:15][c:16]2[c:17]([c:18]([C:28]([NH:29][CH3:30])=[O:31])[c:19](-[c:21]3[cH:22][cH:23][c:24]([F:27])[cH:25][cH:26]3)[o:20]2)[cH:32]1. Starting materials: C=1(C(=CC=CC1)C(=O)CN1C(C(CN(C2=C1C=C(C=C2)C)C2C=CCCC2)NC(=O)OC(C)(C)C)=O)C (1-(2-Toluoylmethyl)-2-oxo-3-tert-butoxycarbonylamino-5-(2-cyclohexen-1-yl)-8-methyl-1,3,4,5-tetrahydro-2H-1,5-benzodiazepine). The reagents and catalysts are [C].[Pd] (palladium carbon). The solvent is CO (methanol). Run at time 2 hour. The product is C=1(C(=CC=CC1)C(=O)CN1C(C(CN(C2=C1C=C(C=C2)C)C2CCCCC2)NC(=O)OC(C)(C)C)=O)C (1-(2-toluoylmethyl)-2-oxo-3-tert-butoxycarbonylamino-5-cyclohexyl-8-methyl-1,3,4,5-tetrahydro-2H-1,5-benzodiazepine). Yield: 96.3%. RXN SMILES: [C:1]1([CH3:37])[C:2]([C:7]([CH2:9][N:10]2[C:16]3[CH:17]=[C:18]([CH3:21])[CH:19]=[CH:20][C:15]=3[N:14]([CH:22]3[CH2:27][CH2:26][CH2:25][CH:24]=[CH:23]3)[CH2:13][CH:12]([NH:28][C:29]([O:31][C:32]([CH3:35])([CH3:34])[CH3:33])=[O:30])[C:11]2=[O:36])=[O:8])=[CH:3][CH:4]=[CH:5][CH:6]=1>CO.[C].[Pd]>[C:1]1([CH3:37])[C:2]([C:7]([CH2:9][N:10]2[C:16]3[CH:17]=[C:18]([CH3:21])[CH:19]=[CH:20][C:15]=3[N:14]([CH:22]3[CH2:27][CH2:26][CH2:25][CH2:24][CH2:23]3)[CH2:13][CH:12]([NH:28][C:29]([O:31][C:32]([CH3:33])([CH3:34])[CH3:35])=[O:30])[C:11]2=[O:36])=[O:8])=[CH:3][CH:4]=[CH:5][CH:6]=1 |f:2.3|. Reported procedure: 1-(2-Toluoylmethyl)-2-oxo-3-tert-butoxycarbonylamino-5-(2-cyclohexen-1-yl)-8-methyl-1,3,4,5-tetrahydro-2H-1,5-benzodiazepine (0.30 g) was dissolved in methanol (10 ml), 10% palladium carbon (0.10 g) was added, the mixture was stirred for 2 hours under hydrogen atmosphere. Palladium carbon was removed by filtration, the filtrate was concentrated under reduced pressure, to thereby obtain 0.29 g of the titled compound (Yield 96%). Reactants: NC1=C(C=CC=C1)O (2-aminophenol), FC1=C(C=O)C(=CC=C1)OC (2-fluoro-6-methoxybenzaldehyde). Product: FC1=C(C(=CC=C1)OC)C=NC1=C(C=CC=C1)O (2-[[(2-fluoro-6-methoxyphenyl)methylene]amino]phenol). Isolated yield 99.8%. RXN SMILES: [NH2:1][C:2]1[CH:7]=[CH:6][CH:5]=[CH:4][C:3]=1[OH:8].[F:9][C:10]1[CH:17]=[CH:16][CH:15]=[C:14]([O:18][CH3:19])[C:11]=1[CH:12]=O>>[F:9][C:10]1[CH:17]=[CH:16][CH:15]=[C:14]([O:18][CH3:19])[C:11]=1[CH:12]=[N:1][C:2]1[CH:7]=[CH:6][CH:5]=[CH:4][C:3]=1[OH:8]. Procedure details: Preparation analogous to Example 1, step a, from 2-aminophenol (7.08 g, 64.93 mmol) and 2-fluoro-6-methoxybenzaldehyde (10 g, 64.93 mmol) gave the title compound (15.9 g, 99%). The reactants are COS(=O)(=O)OC (dimethylsulfate), BrC1=C(C2=C(S1)C=CC=C2)Br (2,3-dibromobenzo[b]thiophene), solution, C(CCC)[Li] (n-butyl lithium), Cl (hydrochloric acid). The solvent is C(C)OCC (diethyl ether), C(C)OCC (diethyl ether), CCCCCC (hexane), C(C)OCC (diethyl ether). Reaction conditions: temperature 0 celsius, time 1 hour. Product: CC1=C(C2=C(S1)C=CC=C2)Br (2-methyl-3-bromobenzo[b]thiophene). RXN SMILES: Br[C:2]1[S:6][C:5]2[CH:7]=[CH:8][CH:9]=[CH:10][C:4]=2[C:3]=1[Br:11].[CH2:12]([Li])CCC.COS(OC)(=O)=O.Cl>C(OCC)C.CCCCCC>[CH3:12][C:2]1[S:6][C:5]2[CH:7]=[CH:8][CH:9]=[CH:10][C:4]=2[C:3]=1[Br:11]. Procedure details: To a solution of 15.88 g of 2,3-dibromobenzo[b]thiophene in 150 ml of dry diethyl ether at 0° C. was added a solution of 20 ml of diethyl ether and 34 ml of a 1.6M solution of n-butyl lithium in hexane. After stirring for one hour at 0° C., a solution of 10.2 ml of dimethylsulfate in 20 ml of diethyl ether was added and the reaction was stirred at 0° C. for 4 hours. The mixture was allowed to warm to room temperature. After the addition of 125 ml of 1N hydrochloric acid, the reaction mixture was...